This data is from the Open Reaction Database (ORD), a public repository of structured organic reaction records. The task is: describe an organic reaction: reactants, conditions, products, and yield Starting materials: BrC=1C(=CC(=NC1)NC(C(C)(C)C)=O)CCO (N-[5-bromo-4-(2-hydroxyethyl)pyridin-2-yl]-2,2-dimethylpropanamide), C1(CCCCC1)P(C1=C(C=CC=C1)C1=C(C=C(C=C1C(C)C)C(C)C)C(C)C)C1CCCCC1 (2-(dicyclohexylphosphino)-2′,4′,6′-triisopropylbiphenyl), [Cl-].C(C)(C)(C)OC(C[Zn+])=O (2-tert-butoxy-2-oxoethylzinc chloride), C1(CCCCC1)P(C1=C(C=CC=C1)C1=C(C=C(C=C1C(C)C)C(C)C)C(C)C)C1CCCCC1 (2-(dicyclohexylphosphino)-2′,4′,6′-triisopropylbiphenyl). The reagents and catalysts are C=1C=CC(=CC1)/C=C/C(=O)/C=C/C2=CC=CC=C2.C=1C=CC(=CC1)/C=C/C(=O)/C=C/C2=CC=CC=C2.C=1C=CC(=CC1)/C=C/C(=O)/C=C/C2=CC=CC=C2.[Pd].[Pd] (tris(dibenzylideneacetone)dipalladium(0)), C=1C=CC(=CC1)/C=C/C(=O)/C=C/C2=CC=CC=C2.C=1C=CC(=CC1)/C=C/C(=O)/C=C/C2=CC=CC=C2.C=1C=CC(=CC1)/C=C/C(=O)/C=C/C2=CC=CC=C2.[Pd].[Pd] (tris(dibenzylideneacetone)dipalladium(0)). Run in C(C)OCC (diethyl ether), C(C)(=O)OCC (ethyl acetate), [OH-].[NH4+] (ammonium hydroxide). Run at temperature 45 celsius, time 12 hour. Yields the product C(C)(C)(C)OC(CC=1C=NC(=CC1CCO)NC(C(C)(C)C)=O)=O (tert-butyl{6-[(2,2-dimethylpropanoyl)amino]-4-(2-hydroxyethyl)pyridin-3-yl}acetate). Reaction SMILES: Br[C:2]1[C:3]([CH2:15][CH2:16][OH:17])=[CH:4][C:5]([NH:8][C:9](=[O:14])[C:10]([CH3:13])([CH3:12])[CH3:11])=[N:6][CH:7]=1.C1(P(C2CCCCC2)C2C=CC=CC=2C2C(C(C)C)=CC(C(C)C)=CC=2C(C)C)CCCCC1.[Cl-].[C:53]([O:57][C:58](=[O:61])[CH2:59][Zn+])([CH3:56])([CH3:55])[CH3:54]>C(OCC)C.C(OCC)(=O)C.[OH-].[NH4+].C1C=CC(/C=C/C(/C=C/C2C=CC=CC=2)=O)=CC=1.C1C=CC(/C=C/C(/C=C/C2C=CC=CC=2)=O)=CC=1.C1C=CC(/C=C/C(/C=C/C2C=CC=CC=2)=O)=CC=1.[Pd].[Pd]>[C:53]([O:57][C:58](=[O:61])[CH2:59][C:2]1[CH:7]=[N:6][C:5]([NH:8][C:9](=[O:14])[C:10]([CH3:13])([CH3:12])[CH3:11])=[CH:4][C:3]=1[CH2:15][CH2:16][OH:17])([CH3:56])([CH3:55])[CH3:54] |f:2.3,6.7,8.9.10.11.12|. Procedure: A 250 mL round bottomed flask was charged with N-[5-bromo-4-(2-hydroxyethyl)pyridin-2-yl]-2,2-dimethylpropanamide (1.9 g, 6.31 mmol), tris(dibenzylideneacetone)dipalladium(0) (0.173 g, 0.189 mmol), and 2-(dicyclohexylphosphino)-2′,4′,6′-triisopropylbiphenyl (0.180 g, 0.379) and the mixture was flushed with nitrogen for 30 min. tetrahydrofuran was added, followed by a solution of 2-tert-butoxy-2-oxoethylzinc chloride in diethyl ether (0.5 M, 47.9 mL) and the mixture was placed in an oil bath main... Starting materials: ClC=1N=C2N(N=C(C=C2)C#C)C1S(=O)(=O)N=CN(CC(C)C)CC(C)C (N′-(2-Chloro-6-ethynylimidazo[1,2-b]pyridazin-3-ylsulfonyl)-N,N-diisobutylformamidine), O.N (ammonia water). Solvent: O1CCOCC1 (dioxane). Yields the product ClC=1N=C2N(N=C(C=C2)C#C)C1S(=O)(=O)N (2-chloro-6-ethynylimidazo[1,2-b]pyridazin-3-ylsulfonamide). RXN SMILES: [Cl:1][C:2]1[N:3]=[C:4]2[CH:9]=[CH:8][C:7]([C:10]#[CH:11])=[N:6][N:5]2[C:12]=1[S:13]([N:16]=CN(CC(C)C)CC(C)C)(=[O:15])=[O:14].O.N>O1CCOCC1>[Cl:1][C:2]1[N:3]=[C:4]2[CH:9]=[CH:8][C:7]([C:10]#[CH:11])=[N:6][N:5]2[C:12]=1[S:13]([NH2:16])(=[O:14])=[O:15] |f:1.2|. Procedure: N′-(2-Chloro-6-ethynylimidazo[1,2-b]pyridazin-3-ylsulfonyl)-N,N-diisobutylformamidine (792 mg, 2.00 mmol) was suspended in dioxane (10.0 mL), and 28% ammonia water (4.00 g, 65.8 mmol) was added dropwise to the suspension under stirring at room temperature. The mixture was stirred at room temperature for 3 days, then concentrated to remove ammonia, and adjusted to pH 1 with conc. hydrochloric acid. The reaction solution was diluted with water and extracted with ethyl acetate, and the extract was ... The reactants are [BH4-].[Na+] (Sodium borohydride), CC=1C(=C(C=O)C(=C(C1F)F)F)F (3-methyl-2,4,5,6-tetrafluorobenzaldehyde). Solvent: CO (methyl alcohol). Yields the product CC=1C(=C(CO)C(=C(C1F)F)F)F (3-methyl-2,4,5,6-tetrafluorobenzyl alcohol). The yield is 79.2%. RXN SMILES: [BH4-].[Na+].[CH3:3][C:4]1[C:5]([F:15])=[C:6]([C:9]([F:14])=[C:10]([F:13])[C:11]=1[F:12])[CH:7]=[O:8]>CO>[CH3:3][C:4]1[C:5]([F:15])=[C:6]([C:9]([F:14])=[C:10]([F:13])[C:11]=1[F:12])[CH2:7][OH:8] |f:0.1|. Procedure details: Sodium borohydride (0.3 g) was added in small portions to a solution of 3-methyl-2,4,5,6-tetrafluorobenzaldehyde (1.5 g) in methyl alcohol (15 ml) at the ambient temperature, after which the mixture was heated at the reflux temperature for 30 minutes. The methyl alcohol was removed by evaporation under reduced pressure and the residue partitioned between dilute hydrochloric acid (20 ml of a 0.1N solution) and ether (20 ml). The ethereal phase was separated, washed with saturated sodium bicarbona... Reactants: C1(CCCC1)C(CC1=CC(OC(O1)(C)C)=O)(CCC1=C(C=C(C(=C1)CC)O)OCCC)O (6-[2-Cyclopentyl-4-(5-ethyl-4-hydroxy-2-propoxy-phenyl)-2-hydroxy-butyl]-2,2-dimethyl-[1,3]dioxin-4-one), C([O-])([O-])=O.[K+].[K+] (potassium carbonate). Solvent: CO (methanol). Run at temperature 45 celsius. Product: C1(CCCC1)C1(CC(CC(O1)=O)=O)CCC1=C(C=C(C(=C1)CC)O)OCCC (6-Cyclopentyl-6-[2-(5-ethyl-4-hydroxy-2-propoxy-phenyl)-ethyl]-dihydro-pyran-2,4-dione). Isolated yield 71.5%. As a reaction SMILES: [CH:1]1([C:6]([OH:32])([CH2:17][CH2:18][C:19]2[CH:24]=[C:23]([CH2:25][CH3:26])[C:22]([OH:27])=[CH:21][C:20]=2[O:28][CH2:29][CH2:30][CH3:31])[CH2:7][C:8]2[O:13]C(C)(C)O[C:10](=[O:16])[CH:9]=2)[CH2:5][CH2:4][CH2:3][CH2:2]1.C(=O)([O-])[O-].[K+].[K+]>CO>[CH:1]1([C:6]2([CH2:17][CH2:18][C:19]3[CH:24]=[C:23]([CH2:25][CH3:26])[C:22]([OH:27])=[CH:21][C:20]=3[O:28][CH2:29][CH2:30][CH3:31])[O:32][C:10](=[O:16])[CH2:9][C:8](=[O:13])[CH2:7]2)[CH2:2][CH2:3][CH2:4][CH2:5]1 |f:1.2.3|. Procedure details: 6-[2-Cyclopentyl-4-(5-ethyl-4-hydroxy-2-propoxy-phenyl)-2-hydroxy-butyl]-2,2-dimethyl-[1,3]dioxin-4-one (0.8 g, 1.8 mmol,) was dissolved in methanol (15 mL), treated with potassium carbonate (0.74 g, 5.4 mmol) and heated at 45° C. under N2 for 90 mins. The reaction mixture was partitioned between H2O and IPE. The aqueous layer was made acidic with 1N HCl and extracted with EtOAc. The organic layers were washed with brine, dried over Na2SO4 and concentrated to give the product as a yellow foam (0... Procedure details: To a stirred solution of (R)-1-(6-(trifluoromethyl)pyridin-3-yl)ethanamine dihydrochloride (44 mg, 0.17 mmol) and N,N-diisopropylethylamine (73 μL, 0.42 mmol) in acetonitrile (1.1 mL) was added 4-chloro-5,6,7,8-tetrahydro-6-(5-methylpyridin-2-yl)pyrido[4,3-d]pyrimidine (30 mg, 0.1 mmol). The reaction was capped and heated in the microwave for 10 hours at 180° C. The reaction mixture was quenched with excess water and allowed to stir for 10-15 minutes. The precipitated product was filtered, washe... Starting materials: Cl.Cl.FC(C1=CC=C(C=N1)[C@@H](C)N)(F)F ((R)-1-(6-(trifluoromethyl)pyridin-3-yl)ethanamine dihydrochloride), C(C)(C)N(C(C)C)CC (N,N-diisopropylethylamine), ClC=1C2=C(N=CN1)CCN(C2)C2=NC=C(C=C2)C (4-chloro-5,6,7,8-tetrahydro-6-(5-methylpyridin-2-yl)pyrido[4,3-d]pyrimidine). The product is CC=1C=CC(=NC1)N1CC2=C(N=CN=C2N[C@H](C)C=2C=NC(=CC2)C(F)(F)F)CC1 ((R)-6-(5-Methylpyridin-2-yl)-N-(1-(6-(trifluoromethyl)pyridin-3-yl)ethyl)-5,6,7,8-tetrahydropyrido[4,3-d]pyrimidin-4-amine). Solvent: C(C)#N (acetonitrile). Conditions: temperature 180 celsius, time 12.5 minute. RXN SMILES: Cl.Cl.[F:3][C:4]([F:15])([F:14])[C:5]1[N:10]=[CH:9][C:8]([C@H:11]([NH2:13])[CH3:12])=[CH:7][CH:6]=1.C(N(CC)C(C)C)(C)C.Cl[C:26]1[C:27]2[CH2:35][N:34]([C:36]3[CH:41]=[CH:40][C:39]([CH3:42])=[CH:38][N:37]=3)[CH2:33][CH2:32][C:28]=2[N:29]=[CH:30][N:31]=1>C(#N)C>[CH3:42][C:39]1[CH:40]=[CH:41][C:36]([N:34]2[CH2:33][CH2:32][C:28]3[N:29]=[CH:30][N:31]=[C:26]([NH:13][C@@H:11]([C:8]4[CH:9]=[N:10][C:5]([C:4]([F:14])([F:3])[F:15])=[CH:6][CH:7]=4)[CH3:12])[C:27]=3[CH2:35]2)=[N:37][CH:38]=1 |f:0.1.2|. Reactants: ClC1=CC(=C(C#N)C=C1Cl)C (4,5-Dichloro-2-methyl-benzonitrile), BrN1C(CCC1=O)=O (N-bromosuccinimide), N(=NC(C#N)(C)C)C(C#N)(C)C (2,2′-azobisisobutyronitrile). Solvent: C(Cl)(Cl)(Cl)Cl (carbon tetrachloride). The product is BrCC1=C(C#N)C=C(C(=C1)Cl)Cl (2-Bromomethyl-4,5-dichloro-benzonitrile). Yield: 44.5%. RXN SMILES: [Cl:1][C:2]1[C:9]([Cl:10])=[CH:8][C:5]([C:6]#[N:7])=[C:4]([CH3:11])[CH:3]=1.[Br:12]N1C(=O)CCC1=O.N(C(C)(C)C#N)=NC(C)(C)C#N>C(Cl)(Cl)(Cl)Cl>[Br:12][CH2:11][C:4]1[CH:3]=[C:2]([Cl:1])[C:9]([Cl:10])=[CH:8][C:5]=1[C:6]#[N:7]. Procedure details: To a solution 4,5-Dichloro-2-methyl-benzonitrile 7 (6.3 g, 33.9 mmol) in carbon tetrachloride (50 mL) was added N-bromosuccinimide (9.0 g, 50.8 mmol) and 2,2′-azobisisobutyronitrile (cat.). The reaction mixture was refluxed 6 hrs, filtered, concentrated, and partitioned between ether and water. The ether layer was dried, concentrated, and purified by silica gel chromatography (10% ether/hexanes) to yield the tittle compound 4.0 g. (45%). 1H NMR (400 MHz, CDCl3) δ7.75 (s, 1 H, Ar), 7.66 (s, 1 H, ... Reactants: N(=NC(=O)OCC)C(=O)OCC (diethyl azodicarboxylate), COC1=C(C=C(C=C1)CCCCCO)CCC (5-(4-methoxy-3-propylphenyl)pentanol), OC1=C2C=CC=C(C2=CC=C1)OCC(=O)OCC (ethyl (5-hydroxy-1-naphthalenyloxy)acetate), C1(=CC=CC=C1)P(C1=CC=CC=C1)C1=CC=CC=C1 (triphenylphosphine). The solvent is O1CCCC1 (tetrahydrofuran). Yields the product COC1=C(C=C(C=C1)CCCCCOC1=C2C=CC=C(C2=CC=C1)OCC(=O)OCC)CCC (Ethyl [5-{5-(4-methoxy-3-propylphenyl)pentyloxy}-1-naphthalenyloxy]acetate). Isolated yield 79.5%. As a reaction SMILES: [CH3:1][O:2][C:3]1[CH:8]=[CH:7][C:6]([CH2:9][CH2:10][CH2:11][CH2:12][CH2:13][OH:14])=[CH:5][C:4]=1[CH2:15][CH2:16][CH3:17].O[C:19]1[CH:28]=[CH:27][CH:26]=[C:25]2[C:20]=1[CH:21]=[CH:22][CH:23]=[C:24]2[O:29][CH2:30][C:31]([O:33][CH2:34][CH3:35])=[O:32].C1(P(C2C=CC=CC=2)C2C=CC=CC=2)C=CC=CC=1.N(C(OCC)=O)=NC(OCC)=O>O1CCCC1>[CH3:1][O:2][C:3]1[CH:8]=[CH:7][C:6]([CH2:9][CH2:10][CH2:11][CH2:12][CH2:13][O:14][C:19]2[CH:28]=[CH:27][CH:26]=[C:25]3[C:20]=2[CH:21]=[CH:22][CH:23]=[C:24]3[O:29][CH2:30][C:31]([O:33][CH2:34][CH3:35])=[O:32])=[CH:5][C:4]=1[CH2:15][CH2:16][CH3:17]. Reported procedure: To a stirred suspension of 5-(4-methoxy-3-propylphenyl)pentanol (2.48 g), ethyl (5-hydroxy-1-naphthalenyloxy)acetate (2 g), and triphenylphosphine (3.2 g) in dry tetrahydrofuran (30 ml) under nitrogen was added diethyl azodicarboxylate (1.65 ml) slowly so that the temperature did not rise above 50°. After 3 hours the solution was evaporated, and the residue was chromatographed on silica with a mixture of dichloromethane and light petroleum (bp 40°-60°) (4:6) to give the sub-title ester (3 g), mp... The reactants are ClCC1=CC=C(C=C1)C(C(CC=C)C1CCCCC1)=O (1-[4-(Chloromethyl)Phenyl]-2-Cyclohexyl-4-Penten-1-One), N1C=NC=2C=NC=CC21 (1H-imidazo[4,5-c]pyridine). The product is C1(CCCCC1)C(C(=O)C1=CC=C(C=C1)CN1C=C2C(C=C1)=NC=N2)CC=C (2-Cyclohexyl-1-[4-(5H-Imidazo[4,5-c]Pyridin-5-yl-Methyl)Phenyl]-4-Penten-1-One). The yield is 60.0%. Reaction SMILES: Cl[CH2:2][C:3]1[CH:8]=[CH:7][C:6]([C:9](=[O:20])[CH:10]([CH:14]2[CH2:19][CH2:18][CH2:17][CH2:16][CH2:15]2)[CH2:11][CH:12]=[CH2:13])=[CH:5][CH:4]=1.[NH:21]1[C:29]2[CH:28]=[CH:27][N:26]=[CH:25][C:24]=2[N:23]=[CH:22]1>>[CH:14]1([CH:10]([CH2:11][CH:12]=[CH2:13])[C:9]([C:6]2[CH:7]=[CH:8][C:3]([CH2:2][N:26]3[CH:27]=[CH:28][C:29]4=[N:21][CH:22]=[N:23][C:24]4=[CH:25]3)=[CH:4][CH:5]=2)=[O:20])[CH2:19][CH2:18][CH2:17][CH2:16][CH2:15]1. Procedure: Following the procedure of Example 1, 85mg (0.00029 moles) of the product of Example Q was reacted with 35mgs of 1H-imidazo[4,5-c]pyridine. The crude product was chromatographed on silica gel using MeOH/CH2Cl2/ NH4OH (5/94/1) as eluent to give 65 mg (60% yield) of the title compound. Yields the product FC=1C=C(C=CC1)C1=C(N=C2N(C1=O)C(=CC=C2)C)CN2C(C1=CC=CC=C1C2=O)=O (2-((3-(3-fluorophenyl)-6-methyl-4-oxo-4H-pyrido-[1,2-a]pyrimidin-2-yl)methyl)isoindoline-1,3-dione). Solvent: C1CCOC1 (THF). Starting materials: FC=1C=C(C=CC1)C1=C(N=C2N(C1=O)C(=CC=C2)C)CO (3-(3-fluorophenyl)-2-(hydroxymethyl)-6-methyl-4H-pyrido[1,2-a]pyrimidin-4-one), C1(=CC=CC=C1)P(C1=CC=CC=C1)C1=CC=CC=C1 (triphenylphosphine), C1(C=2C(C(N1)=O)=CC=CC2)=O (phthalimide), N(=NC(=O)OC(C)C)C(=O)OC(C)C (diisopropyl azodicarboxylate). Reported procedure: To a solution of 3-(3-fluorophenyl)-2-(hydroxymethyl)-6-methyl-4H-pyrido[1,2-a]pyrimidin-4-one (0.05110 g, 0.180 mmol) in THF (3.00 mL) was added triphenylphosphine (0.141 g, 0.539 mmol), phthalimide (0.0793 g, 0.539 mmol), and diisopropyl azodicarboxylate (0.106 mL, 0.539 mmol). The reaction mixture was stirred at rt. After 3 h, the mixture was concd under reduced pressure and partitioned between EtOAc (100 mL) and brine (100 mL). The organic layer was dried over Na2SO4, filtered, and concd und... As a reaction SMILES: [F:1][C:2]1[CH:3]=[C:4]([C:8]2[C:13](=[O:14])[N:12]3[C:15]([CH3:19])=[CH:16][CH:17]=[CH:18][C:11]3=[N:10][C:9]=2[CH2:20]O)[CH:5]=[CH:6][CH:7]=1.C1(P(C2C=CC=CC=2)C2C=CC=CC=2)C=CC=CC=1.[C:41]1(=[O:51])[NH:45][C:44](=[O:46])[C:43]2=[CH:47][CH:48]=[CH:49][CH:50]=[C:42]12.N(C(OC(C)C)=O)=NC(OC(C)C)=O>C1COCC1>[F:1][C:2]1[CH:3]=[C:4]([C:8]2[C:13](=[O:14])[N:12]3[C:15]([CH3:19])=[CH:16][CH:17]=[CH:18][C:11]3=[N:10][C:9]=2[CH2:20][N:45]2[C:41](=[O:51])[C:42]3[C:43](=[CH:47][CH:48]=[CH:49][CH:50]=3)[C:44]2=[O:46])[CH:5]=[CH:6][CH:7]=1. Reaction conditions: time 3 hour.